Task: describe an organic reaction: reactants, conditions, products, and yield. Dataset: the Open Reaction Database (ORD), a public repository of structured organic reaction records The reactants are ClB(Cl)Cl, COC(=O)C(CCOCc1ccccc1)N1CCN(C(=O)OCc2ccccc2)CCC1=O, Cc1ccccc1, ClCCl. Yields the product COC(=O)C(CCO)N1CCN(C(=O)OCc2ccccc2)CCC1=O. As a reaction SMILES: [B:41]([Cl:42])([Cl:43])[Cl:44].[CH2:1]([c:2]1[cH:3][cH:4][cH:5][cH:6][cH:7]1)[O:8][C:9](=[O:10])[N:11]1[CH2:12][CH2:13][N:14]([CH:19]([CH2:20][CH2:21][O:22][CH2:23][c:24]2[cH:25][cH:26][cH:27][cH:28][cH:29]2)[C:30](=[O:31])[O:32][CH3:33])[C:15](=[O:18])[CH2:16][CH2:17]1.[CH3:34][c:35]1[cH:36][cH:37][cH:38][cH:39][cH:40]1.[Cl:45][CH2:46][Cl:47]>>[CH2:1]([c:2]1[cH:3][cH:4][cH:5][cH:6][cH:7]1)[O:8][C:9](=[O:10])[N:11]1[CH2:12][CH2:13][N:14]([CH:19]([CH2:20][CH2:21][OH:22])[C:30](=[O:31])[O:32][CH3:33])[C:15](=[O:18])[CH2:16][CH2:17]1. Starting materials: C(CCC)C1(C(OC2=C1C=C(C(=C2C)C)NC(CC(C)(C)C)=O)(C)C)O (N-(3-Butyl-3-hydroxy-2,2,6,7-tetramethyl-2,3-dihydro-1-benzofuran-5-yl)-3,3-dimethylbutanamide). Run in C(C)(=O)OCC.CCCCCC (ethyl acetate hexane). The product is C(CCC)C1C(OC2=C1C=C(C(=C2C)C)NC(CC(C)(C)C)=O)(C)C (N-(3-Butyl-2,2,6,7-tetramethyl-2,3-dihydro-1-benzofuran-5-yl)-3,3-dimethylbutanamide). The yield is 77.0%. RXN SMILES: [CH2:1]([C:5]1(O)[C:9]2[CH:10]=[C:11]([NH:16][C:17](=[O:23])[CH2:18][C:19]([CH3:22])([CH3:21])[CH3:20])[C:12]([CH3:15])=[C:13]([CH3:14])[C:8]=2[O:7][C:6]1([CH3:25])[CH3:24])[CH2:2][CH2:3][CH3:4]>C(OCC)(=O)C.CCCCCC>[CH2:1]([CH:5]1[C:9]2[CH:10]=[C:11]([NH:16][C:17](=[O:23])[CH2:18][C:19]([CH3:22])([CH3:21])[CH3:20])[C:12]([CH3:15])=[C:13]([CH3:14])[C:8]=2[O:7][C:6]1([CH3:24])[CH3:25])[CH2:2][CH2:3][CH3:4] |f:1.2|. Procedure details: Using N-(3-butyl-3-hydroxy-2,2,6,7-tetramethyl-2,3-dihydro-1-benzofuran-5-yl)-3,3-dimethylbutanamide obtained in Example 251, the title compound was synthesized in the same manner as in Example 271. Yield: 77%. Melting point: 129-130° C. (ethyl acetate-hexane). Product: COC1=CC=C(C=C1C=1OC2=C(N1)C=C(C=C2)C=2SC1=C(C2)C=CC=C1)N1C(C2=CC=C(C=C2C1=O)C(=O)O)=O (2-[4-Methoxy-5-[5-(2-benzothiophenyl)benzoxazol-2-yl]phenyl]-1,3-dioxo-2,3-dihydro-1H-isoindole-5-carboxylic acid). RXN SMILES: [NH2:1][C:2]1[CH:3]=[C:4]([C:10]2[O:11][C:12]3[CH:18]=[CH:17][C:16]([C:19]4[S:20][C:21]5[CH:27]=[CH:26][CH:25]=[CH:24][C:22]=5[CH:23]=4)=[CH:15][C:13]=3[N:14]=2)[C:5]([O:8][CH3:9])=[CH:6][CH:7]=1.[CH:28]1[C:33]([C:34]([OH:36])=[O:35])=[CH:32][C:31]2[C:37]([O:39][C:40](=O)[C:30]=2[CH:29]=1)=[O:38]>>[CH3:9][O:8][C:5]1[C:4]([C:10]2[O:11][C:12]3[CH:18]=[CH:17][C:16]([C:19]4[S:20][C:21]5[CH:27]=[CH:26][CH:25]=[CH:24][C:22]=5[CH:23]=4)=[CH:15][C:13]=3[N:14]=2)=[CH:3][C:2]([N:1]2[C:37](=[O:38])[C:31]3[C:30](=[CH:29][CH:28]=[C:33]([C:34]([OH:36])=[O:35])[CH:32]=3)[C:40]2=[O:39])=[CH:7][CH:6]=1. Procedure: Prepared by the method of Example 15f), from 2-(3-amino-6-methoxyphenyl)-5-(2-benzothiophenyl)benzoxazole (140 mg, 0.38 mmol) and 1,2,4-benzenetricarboxylic anhydride (72 mg, 0.38 mmol) the title compound was obtained (100 mg, 22%). 1H NMR (DMSO) δ 13.79(s, 1H), 8.44(dd, 1H), 8.34(s, 1H), 8.22(m, 2H), 8.11(d, 1H), 8.01(d, 1H), 7.97(s, 1H), 7.92(d, 1H), 7.87(m, 2H), 7.73(dd, 1H), 7.48(d, 1H), 7.40(m, 2H), 4.04(s, 3H). MS 547.0 m/z (M+H)+. The reactants are NC=1C=C(C(=CC1)OC)C=1OC2=C(N1)C=C(C=C2)C=2SC1=C(C2)C=CC=C1 (2-(3-amino-6-methoxyphenyl)-5-(2-benzothiophenyl)benzoxazole), C1=CC2=C(C=C1C(=O)O)C(=O)OC2=O (1,2,4-benzenetricarboxylic anhydride). The reactants are BrC=1SC(=C(N1)C(NC=1C=NN(C1[C@H]1OC[C@@H]([C@@H](CC1)NC(=O)OC(C)(C)C)F)C)=O)NC(OC(C)(C)C)=O (tert-butyl N-[2-bromo-4-[[5-[(2S,5R,6R)-5-(tert-butoxycarbonylamino)-6-fluoro-oxepan-2-yl]-1-methyl-pyrazol-4-yl]carbamoyl]thiazol-5-yl]carbamate), BrC=1SC(=C(N1)C(NC=1C=NN(C1[C@H]1OC[C@@H]([C@@H](CC1)NC(=O)OC(C)(C)C)F)C)=O)NC(OC(C)(C)C)=O (tert-butyl N-[2-bromo-4-[[5-[(2S,5R,6R)-5-(tert-butoxycarbonylamino)-6-fluoro-oxepan-2-yl]-1-methyl-pyrazol-4-yl]carbamoyl]thiazol-5-yl]carbamate), FC1=C(C(=CC=C1)C(F)(F)F)B(O)O ((2-fluoro-6-(trifluoromethyl)phenyl)boronic acid). Product: NC1=C(N=C(S1)C1=C(C=CC=C1C(F)(F)F)F)C(=O)NC=1C=NN(C1[C@H]1OC[C@@H]([C@@H](CC1)N)F)C (5-amino-N-(5-((2S,5R,6R)-5-amino-6-fluorooxepan-2-yl)-1-methyl-1H-pyrazol-4-yl)-2-(2-fluoro-6-(trifluoromethyl)phenyl)thiazole-4-carboxamide). Reaction SMILES: Br[C:2]1[S:3][C:4]([NH:32]C(=O)OC(C)(C)C)=[C:5]([C:7](=[O:31])[NH:8][C:9]2[CH:10]=[N:11][N:12]([CH3:30])[C:13]=2[C@@H:14]2[CH2:20][CH2:19][C@@H:18]([NH:21]C(OC(C)(C)C)=O)[C@@H:17]([F:29])[CH2:16][O:15]2)[N:6]=1.[F:40][C:41]1[CH:46]=[CH:45][CH:44]=[C:43]([C:47]([F:50])([F:49])[F:48])[C:42]=1B(O)O>>[NH2:32][C:4]1[S:3][C:2]([C:42]2[C:43]([C:47]([F:49])([F:50])[F:48])=[CH:44][CH:45]=[CH:46][C:41]=2[F:40])=[N:6][C:5]=1[C:7]([NH:8][C:9]1[CH:10]=[N:11][N:12]([CH3:30])[C:13]=1[C@@H:14]1[CH2:20][CH2:19][C@@H:18]([NH2:21])[C@@H:17]([F:29])[CH2:16][O:15]1)=[O:31]. Reported procedure: Following the procedure for Example 101 starting from tert-butyl N-[2-bromo-4-[[5-[(2S,5R,6R)-5-(tert-butoxycarbonylamino)-6-fluoro-oxepan-2-yl]-1-methyl-pyrazol-4-yl]carbamoyl]thiazol-5-yl]carbamate (Intermediate 88), and replacing 3,6-dihydro-2H-pyran-4-boronic acid pinacol ester with (2-fluoro-6-(trifluoromethyl)phenyl)boronic acid gave 278. 1H NMR (400 MHz, DMSO-d6) δ 9.19 (s, 1H), 7.85-7.69 (m, 4H), 7.47 (s, 2H), 5.03-4.74 (m, 2H), 4.00-3.86 (m, 2H), 3.74 (s, 3H), 2.13 (ddt, J=14.4, 6.1, 2.... The reactants are B#B (diborane), C(CCC)C1(CSC2=C(C(N1)=O)C=CC=C2)CC ((±)-3-Butyl-3-ethyl-2,3-dihydro-1,4-benzothiazepin-5(4H)-one), Cl (HCl). Solvent: C1CCOC1 (THF), O1CCCC1 (tetrahydrofuran). Reaction conditions: temperature 0 celsius. Product: C(CCC)C1(CSC2=C(CN1)C=CC=C2)CC ((±)-3-Butyl-3-ethyl-2,3,4,5-tetrahydro-1,4-benzothiazepine). The yield is 99.9%. RXN SMILES: [CH2:1]([C:5]1([CH2:17][CH3:18])[NH:11][C:10](=O)[C:9]2[CH:13]=[CH:14][CH:15]=[CH:16][C:8]=2[S:7][CH2:6]1)[CH2:2][CH2:3][CH3:4].B#B.Cl>O1CCCC1>[CH2:1]([C:5]1([CH2:17][CH3:18])[NH:11][CH2:10][C:9]2[CH:13]=[CH:14][CH:15]=[CH:16][C:8]=2[S:7][CH2:6]1)[CH2:2][CH2:3][CH3:4]. Procedure details: A solution of the product from step (a) (46.5 g,) in tetrahydrofuran (260 ml) was cooled to 0° C., and 1M diborane (450 ml, Aldrich) in THF was slowly added. The resulting mixture was heated to reflux for 48 hours, cooled to 0° C., and treated carefully with 6M aqueous HCl. The mixture was heated to reflux for 1.5 hours, concentrated to 400 ml and extracted twice with diethyl ether. The organic layers were dried and concentrated to afford the title product (44.0 g) as a colorless oil. 1H NMR con... Starting materials: CCCCCCCCNC(=O)N1CCC(Oc2ccc(CCNCC(O)COc3ccc(OCc4ccccc4)cc3)cc2)CC1, CCO. Yields the product CCCCCCCCNC(=O)N1CCC(Oc2ccc(CCNCC(O)COc3ccc(O)cc3)cc2)CC1. Reaction SMILES: [CH2:1]([c:2]1[cH:3][cH:4][cH:5][cH:6][cH:7]1)[O:8][c:9]1[cH:10][cH:11][c:12]([O:13][CH2:14][CH:15]([CH2:16][NH:17][CH2:18][CH2:19][c:20]2[cH:21][cH:22][c:23]([O:24][CH:25]3[CH2:26][CH2:27][N:28]([C:31](=[O:32])[NH:33][CH2:34][CH2:35][CH2:36][CH2:37][CH2:38][CH2:39][CH2:40][CH3:41])[CH2:29][CH2:30]3)[cH:42][cH:43]2)[OH:44])[cH:45][cH:46]1.[CH3:47][CH2:48][OH:49]>>[OH:8][c:9]1[cH:10][cH:11][c:12]([O:13][CH2:14][CH:15]([CH2:16][NH:17][CH2:18][CH2:19][c:20]2[cH:21][cH:22][c:23]([O:24][CH:25]3[CH2:26][CH2:27][N:28]([C:31](=[O:32])[NH:33][CH2:34][CH2:35][CH2:36][CH2:37][CH2:38][CH2:39][CH2:40][CH3:41])[CH2:29][CH2:30]3)[cH:42][cH:43]2)[OH:44])[cH:45][cH:46]1.